From a dataset of the Open Reaction Database (ORD), a public repository of structured organic reaction records. describe an organic reaction: reactants, conditions, products, and yield Reactants: S1C=CC=2NCCCCC21 (5,6,7,8-tetrahydro-4H-thieno[3,2-b]azepine), C(C)(C)N(C(C)C)CC (N,N-diisopropylethylamine), CC1=C(OC=C1)CC(=O)NC1=CC=C(C=N1)C(=O)Cl (6-[(3-methyl-2-furanylacetyl)amino]pyridine-3-carbonyl chloride). Run in C(Cl)Cl (CH2Cl2), C(Cl)Cl (CH2Cl2), O (water). Product: S1C=CC=2N(CCCCC21)C(=O)C=2C=CC(=NC2)NC(=O)C2=C(OC=C2)C (N-[5-[(5,6,7,8-Tetrahydro-4H-thieno[3,2-b]azepin-4-yl)carbonyl]-2-pyridinyl]-2-methylfurane-3-carboxamide). As a reaction SMILES: [S:1]1[C:10]2[CH2:9][CH2:8][CH2:7][CH2:6][NH:5][C:4]=2[CH:3]=[CH:2]1.C(N(CC)C(C)C)(C)C.C[C:21]1[CH:25]=[CH:24][O:23][C:22]=1[CH2:26][C:27]([NH:29][C:30]1[N:35]=[CH:34][C:33]([C:36](Cl)=[O:37])=[CH:32][CH:31]=1)=[O:28]>C(Cl)Cl.O>[S:1]1[C:10]2[CH2:9][CH2:8][CH2:7][CH2:6][N:5]([C:36]([C:33]3[CH:32]=[CH:31][C:30]([NH:29][C:27]([C:26]4[CH:25]=[CH:24][O:23][C:22]=4[CH3:21])=[O:28])=[N:35][CH:34]=3)=[O:37])[C:4]=2[CH:3]=[CH:2]1. Reported procedure: A solution of 2 mmol of 5,6,7,8-tetrahydro-4H-thieno[3,2-b]azepine, 5 mmol of N,N-diisopropylethylamine and 2.2 mmol of 6-[(3-methyl-2-furanylacetyl)amino]pyridine-3-carbonyl chloride in 10 ml of CH2Cl2 is stirred at room temperature for 16 hours. The mixture is diluted with 50 ml of CH2Cl2 and 25 ml of water and the organic layer separated. The organic layer is washed with H2O, 1N NaHCO3, brine and dried (Na2SO4). The solvent is removed and the residue is chromatographed on silica gel with ethy... Reagents/catalysts: [Pd] (Pd/C). The yield is 94.3%. RXN SMILES: [CH2:1]1[CH2:19][O:18][C:3]2([CH2:8][CH2:7][C:6]([C:9]3[CH:14]=[C:13]([F:15])[C:12]([F:16])=[C:11]([F:17])[CH:10]=3)=[CH:5][CH2:4]2)[O:2]1.[H][H]>C(O)C.[Pd]>[CH2:19]1[CH2:1][O:2][C:3]2([CH2:4][CH2:5][CH:6]([C:9]3[CH:14]=[C:13]([F:15])[C:12]([F:16])=[C:11]([F:17])[CH:10]=3)[CH2:7][CH2:8]2)[O:18]1. Reported procedure: 1,1-Ethylenedioxy-4-(3,4',5'-trifluorophenyl)-3-cyclohexen (100 g) was dissolved in ethanol (1 l), followed by adding Pd/C (5%) (40 g), stirring the mixture in a hydrogen gas atmosphere to carry out a catalytic reduction, filtering off the catalyst after the reaction, and distilling off the organic layer under reduced pressure, to obtain 1,1-ethylenedioxy4-(3',4',5'-trifluorophenyl)-cyclohexane (95 g). Solvent: C(C)O (ethanol). The product is C1OC2(CCC(CC2)C2=CC(=C(C(=C2)F)F)F)OC1 (1,1-ethylenedioxy4-(3',4',5'-trifluorophenyl)-cyclohexane). The reactants are C1OC2(CC=C(CC2)C2=CC(=C(C(=C2)F)F)F)OC1 (1,1-Ethylenedioxy-4-(3,4',5'-trifluorophenyl)-3-cyclohexen), [H][H] (hydrogen). The reactants are F[B-](F)(F)F, CC(C)(C)OC(=O)N1CCNCC1, CN(C)C=O, CCN(C(C)C)C(C)C, [Cl-], CC(C)N1CCC(Oc2cc3cc(C(=O)O)[nH]c3cc2Cl)CC1, Cl, [Li+], CN(C)C(On1nnc2ccccc21)=[N+](C)C. The product is CC(C)N1CCC(Oc2cc3cc(C(=O)N4CCN(C(=O)OC(C)(C)C)CC4)[nH]c3cc2Cl)CC1. RXN SMILES: [B-:40]([F:41])([F:42])([F:43])[F:44].[C:27]([CH3:28])([CH3:29])([CH3:30])[O:31][C:32](=[O:33])[N:34]1[CH2:35][CH2:36][NH:37][CH2:38][CH2:39]1.[CH3:71][N:72]([CH3:73])[CH:74]=[O:75].[CH:62]([N:63]([CH2:64][CH3:65])[CH:66]([CH3:67])[CH3:68])([CH3:69])[CH3:70].[Cl-:26].[Cl:2][c:3]1[c:4]([O:15][CH:16]2[CH2:17][CH2:18][N:19]([CH:22]([CH3:23])[CH3:24])[CH2:20][CH2:21]2)[cH:5][c:6]2[cH:7][c:8]([C:12](=[O:13])[OH:14])[nH:9][c:10]2[cH:11]1.[ClH:1].[Li+:25].[n:45]1([O:46][C:47]([N:48]([CH3:49])[CH3:50])=[N+:51]([CH3:52])[CH3:53])[c:54]2[cH:55][cH:56][cH:57][cH:58][c:59]2[n:60][n:61]1>>[Cl:2][c:3]1[c:4]([O:15][CH:16]2[CH2:17][CH2:18][N:19]([CH:22]([CH3:23])[CH3:24])[CH2:20][CH2:21]2)[cH:5][c:6]2[cH:7][c:8]([C:12](=[O:14])[N:37]3[CH2:36][CH2:35][N:34]([C:32]([O:31][C:27]([CH3:28])([CH3:29])[CH3:30])=[O:33])[CH2:39][CH2:38]3)[nH:9][c:10]2[cH:11]1. Starting materials: BrC1=CC=CC=2N1N=C(N2)NC2=CC=C(C(=O)N)C=C2 (4-(5-Bromo-[1,2,4]triazolo[1,5-a]pyridin-2-ylamino)benzamide), BrC1=CC=CC=2N1N=C(N2)NC2=CC=C(C#N)C=C2 (4-(5-bromo-[1,2,4]triazolo[1,5-a]pyridin-2-ylamino)benzonitrile), [OH-].[Na+] (sodium hydroxide), O (water). The solvent is P(O)(O)(O)=O (phosphoric acid). Product: OC=1C=C(C=CC1)C1=CC=CC=2N1N=C(N2)NC2=CC=C(C(=O)N)C=C2 (4-(5-(3-Hydroxyphenyl)-[1,2,4]triazolo[1,5-a]pyridin-2-ylamino)benzamide). Yield: 71.0%. Reaction SMILES: Br[C:2]1[N:7]2[N:8]=[C:9]([NH:11][C:12]3[CH:20]=[CH:19][C:15]([C:16]([NH2:18])=[O:17])=[CH:14][CH:13]=3)[N:10]=[C:6]2[CH:5]=[CH:4][CH:3]=1.BrC1N2N=C(N[C:32]3[CH:39]=[CH:38][C:35](C#N)=[CH:34][CH:33]=3)N=C2C=CC=1.[OH2:40].[OH-].[Na+]>P(=O)(O)(O)O>[OH:40][C:32]1[CH:33]=[C:34]([C:2]2[N:7]3[N:8]=[C:9]([NH:11][C:12]4[CH:20]=[CH:19][C:15]([C:16]([NH2:18])=[O:17])=[CH:14][CH:13]=4)[N:10]=[C:6]3[CH:5]=[CH:4][CH:3]=2)[CH:35]=[CH:38][CH:39]=1 |f:3.4|. Procedure: 4-(5-Bromo-[1,2,4]triazolo[1,5-a]pyridin-2-ylamino)benzamide. A pale yellow solution of 4-(5-bromo-[1,2,4]triazolo[1,5-a]pyridin-2-ylamino)benzonitrile (0.909 g, 2.89 mmol) in 85% phosphoric acid (15 mL) was heated at 100° C. for 2 h. Upon completion of the reaction as indicated by LCMS the reaction mixture was poured into minimum water, and made neutral with 1N sodium hydroxide (pH 6-7). The mixture was extracted with 20% isopropanol in chloroform several times. The combined organic layers were... Starting materials: ClC1=C(N)C(=CC=C1)SC1=C(C=CC=C1[N+](=O)[O-])Cl (2-chloro-6-(2-chloro-6-nitrophenylthio)aniline), C(=O)O (formic acid). Procedure: A solution of 2-chloro-6-(2-chloro-6-nitrophenylthio)aniline (689 mg, 2.18 mmol) in formic acid (5 mL) was heated at reflux for 16 hours. The mixture was allowed to cool to room temperature and the solvent was evaporated. The residue was used without purification. The product is ClC1=C(C(=CC=C1)SC1=C(C=CC=C1[N+](=O)[O-])Cl)NC=O (N-(2-Chloro-6-(2-chloro-6-nitrophenylthio)phenyl) formamide). As a reaction SMILES: [Cl:1][C:2]1[CH:8]=[CH:7][CH:6]=[C:5]([S:9][C:10]2[C:15]([N+:16]([O-:18])=[O:17])=[CH:14][CH:13]=[CH:12][C:11]=2[Cl:19])[C:3]=1[NH2:4].[CH:20](O)=[O:21]>>[Cl:1][C:2]1[CH:8]=[CH:7][CH:6]=[C:5]([S:9][C:10]2[C:15]([N+:16]([O-:18])=[O:17])=[CH:14][CH:13]=[CH:12][C:11]=2[Cl:19])[C:3]=1[NH:4][CH:20]=[O:21]. Starting materials: O (water), COC1=CC=CC=2C(=COC21)C2=CC=CC=C2 (7 -methoxy-3-phenylbenzofuran), [N+](=O)([N+](=O)[O-])[O-] (dinitrogen tetroxide). The solvent is C(C)OCC (diethyl ether), C(Cl)(Cl)Cl (chloroform), C(C)(=O)O (acetic acid), C(C)(=O)O (acetic acid). Product: COC1=CC=CC=2C(=C(OC21)[N+](=O)[O-])C2=CC=CC=C2 (7-methoxy-2-nitro-3-phenylbenzofuran). Reaction SMILES: [CH3:1][O:2][C:3]1[C:11]2[O:10][CH:9]=[C:8]([C:12]3[CH:17]=[CH:16][CH:15]=[CH:14][CH:13]=3)[C:7]=2[CH:6]=[CH:5][CH:4]=1.[N+:18]([O-:23])([N+]([O-])=O)=[O:19].O>C(O)(=O)C.C(OCC)C.C(Cl)(Cl)Cl>[CH3:1][O:2][C:3]1[C:11]2[O:10][C:9]([N+:18]([O-:23])=[O:19])=[C:8]([C:12]3[CH:17]=[CH:16][CH:15]=[CH:14][CH:13]=3)[C:7]=2[CH:6]=[CH:5][CH:4]=1. Reported procedure: To a stirred solution of 5.3 g (0.024 mole) of 7 -methoxy-3-phenylbenzofuran in 200 ml of acetic acid is added dropwise 3.3 g (0.036 mole) of dinitrogen tetroxide in 20 ml of acetic acid. After about 90 minutes the mixture is poured into cold water, precipitating a gum which is isolated by filtration and dissolved in diethyl ether. The ether solution is washed with water and saturated sodium chloride solution and dried. Evaporation gives a residue which is dissolved in chloroform and eluted thro... Starting materials: COc1cc(F)c(C(=O)O)cc1C12CC3CC(CC(C3)C1)C2, [Cl-], O=S(Cl)Cl. Yields the product COc1cc(F)c(C(=O)Cl)cc1C12CC3CC(CC(C3)C1)C2. RXN SMILES: [C:1]12([c:11]3[c:12]([O:21][CH3:22])[cH:13][c:14]([F:20])[c:15]([C:16](=[O:17])[OH:18])[cH:19]3)[CH2:2][CH:3]3[CH2:4][CH:5]([CH2:6][CH:7]([CH2:8]1)[CH2:9]3)[CH2:10]2.[Cl-:23].[S:24]([Cl:25])([Cl:26])=[O:27]>>[C:1]12([c:11]3[c:12]([O:21][CH3:22])[cH:13][c:14]([F:20])[c:15]([C:16](=[O:17])[Cl:23])[cH:19]3)[CH2:2][CH:3]3[CH2:4][CH:5]([CH2:6][CH:7]([CH2:8]1)[CH2:9]3)[CH2:10]2. Reactants: CCO, COC(=O)c1nnsc1C=O. Product: COC(=O)c1nnsc1CO. RXN SMILES: [CH3:12][CH2:13][OH:14].[CH:1](=[O:2])[c:3]1[c:4]([C:8](=[O:9])[O:10][CH3:11])[n:5][n:6][s:7]1>>[CH2:1]([OH:2])[c:3]1[c:4]([C:8](=[O:9])[O:10][CH3:11])[n:5][n:6][s:7]1.